From a dataset of the Open Reaction Database (ORD), a public repository of structured organic reaction records. describe an organic reaction: reactants, conditions, products, and yield Reactants: COC(=O)C(C)(C)Cc1ccc(OC)c(C(=O)OCc2ccccc2)c1, CCO, C1CCOC1. Yields the product COC(=O)C(C)(C)Cc1ccc(OC)c(C(=O)O)c1. RXN SMILES: [CH2:1]([c:2]1[cH:3][cH:4][cH:5][cH:6][cH:7]1)[O:8][C:9](=[O:10])[c:11]1[cH:12][c:13]([CH2:19][C:20]([C:21](=[O:22])[O:23][CH3:24])([CH3:25])[CH3:26])[cH:14][cH:15][c:16]1[O:17][CH3:18].[CH3:27][CH2:28][OH:29].[O:30]1[CH2:31][CH2:32][CH2:33][CH2:34]1>>[O:8]=[C:9]([OH:10])[c:11]1[cH:12][c:13]([CH2:19][C:20]([C:21](=[O:22])[O:23][CH3:24])([CH3:25])[CH3:26])[cH:14][cH:15][c:16]1[O:17][CH3:18]. Reactants: COC1=CC=C(C=C1)C1OC[C@H]2[C@@H](O1)C[C@@H](C2)N2C(C1=CC=CC=C1C2=O)=O (2-[(4aS,6R,7aS)-2-(4-methoxyphenyl)-hexahydrocyclopenta[d][1,3]dioxin-6-yl]-1H-isoindole-1,3(2H)-dione), NN (hydrazine). Run in CCO (EtOH). Reaction conditions: temperature 90 celsius, time 18 hour. The product is COC1=CC=C(C=C1)C1OC[C@H]2[C@@H](O1)C[C@@H](C2)N ((4aS,6R,7aS)-2-(4-Methoxyphenyl)hexahydrocyclopenta[d][1,3]dioxin-6-amine). Reaction SMILES: [CH3:1][O:2][C:3]1[CH:8]=[CH:7][C:6]([CH:9]2[O:14][C@H:13]3[CH2:15][C@H:16]([N:18]4C(=O)C5C(=CC=CC=5)C4=O)[CH2:17][C@H:12]3[CH2:11][O:10]2)=[CH:5][CH:4]=1.NN>CCO>[CH3:1][O:2][C:3]1[CH:4]=[CH:5][C:6]([CH:9]2[O:14][C@H:13]3[CH2:15][C@H:16]([NH2:18])[CH2:17][C@H:12]3[CH2:11][O:10]2)=[CH:7][CH:8]=1. Procedure: A mixture of 2-[(4aS,6R,7aS)-2-(4-methoxyphenyl)-hexahydrocyclopenta[d][1,3]dioxin-6-yl]-1H-isoindole-1,3(2H)-dione (390. mg, 1.03 mmol), EtOH (11.3 mL) and hydrazine (0.0362 mL, 1.13 mmol) was stirred at 90° C. for 18 h. The resulting mixture was purified via silica gel chromatography eluting with a gradient of 10 to 50% MeOH in DCM. LC/MS: Rt=1.08 min, ES+ 250. (AA standard).